Dataset: the Open Reaction Database (ORD), a public repository of structured organic reaction records. Task: describe an organic reaction: reactants, conditions, products, and yield Starting materials: Br[Mg]c1ccccc1, C1CCOC1, CCOC(C)=O, CC(C)(C)OC(=O)N1CCCC1C=O, [Cl-], [NH4+], O. The product is CC(C)(C)OC(=O)N1CCCC1C(O)c1ccccc1. RXN SMILES: [Br:15][Mg:16][c:17]1[cH:18][cH:19][cH:20][cH:21][cH:22]1.[CH2:26]1[O:27][CH2:28][CH2:29][CH2:30]1.[CH3:31][CH2:32][O:33][C:34](=[O:35])[CH3:36].[CH:1](=[O:2])[CH:3]1[N:4]([C:8](=[O:9])[O:10][C:11]([CH3:12])([CH3:13])[CH3:14])[CH2:5][CH2:6][CH2:7]1.[Cl-:23].[NH4+:24].[OH2:25]>>[CH:1]([OH:2])([CH:3]1[N:4]([C:8](=[O:9])[O:10][C:11]([CH3:12])([CH3:13])[CH3:14])[CH2:5][CH2:6][CH2:7]1)[c:17]1[cH:18][cH:19][cH:20][cH:21][cH:22]1.